This data is from the Open Reaction Database (ORD), a public repository of structured organic reaction records. The task is: describe an organic reaction: reactants, conditions, products, and yield Starting materials: C1(=CC=CC=C1)P(C1=CC=CC=C1)C1=CC=CC=C1 (Triphenylphosphine), O (water), N(=[N+]=[N-])C[C@H]1N(CCC(=C1C(N(CC1=C(C(=CC=C1)Cl)Cl)C1CC1)=O)C1=CC=C(C=C1)OCCOC1=C(C=CC=C1Cl)Cl)C(=O)OC(C)(C)C ((S)-tert-butyl 2-(azidomethyl)-3-(cyclopropyl(2,3-dichlorobenzyl)carbamoyl)-4-(4-(2-(2,6-dichlorophenoxy)ethoxy)phenyl)-5,6-dihydropyridine-1(2H)-carboxylate). The solvent is C1CCOC1 (THF). Product: NC[C@H]1N(CCC(=C1C(N(CC1=C(C(=CC=C1)Cl)Cl)C1CC1)=O)C1=CC=C(C=C1)OCCOC1=C(C=CC=C1Cl)Cl)C(=O)OC(C)(C)C ((S)-tert-butyl 2-(aminomethyl)-3-(cyclopropyl(2,3-dichlorobenzyl)carbamoyl)-4-(4-(2-(2,6-dichlorophenoxy)ethoxy)phenyl)-5,6-dihydropyridine-1(2H)-carboxylate). Isolated yield 18.0%. Reaction SMILES: [N:1]([CH2:4][C@@H:5]1[C:10]([C:11](=[O:25])[N:12]([CH:22]2[CH2:24][CH2:23]2)[CH2:13][C:14]2[CH:19]=[CH:18][CH:17]=[C:16]([Cl:20])[C:15]=2[Cl:21])=[C:9]([C:26]2[CH:31]=[CH:30][C:29]([O:32][CH2:33][CH2:34][O:35][C:36]3[C:41]([Cl:42])=[CH:40][CH:39]=[CH:38][C:37]=3[Cl:43])=[CH:28][CH:27]=2)[CH2:8][CH2:7][N:6]1[C:44]([O:46][C:47]([CH3:50])([CH3:49])[CH3:48])=[O:45])=[N+]=[N-].C1(P(C2C=CC=CC=2)C2C=CC=CC=2)C=CC=CC=1.O>C1COCC1>[NH2:1][CH2:4][C@@H:5]1[C:10]([C:11](=[O:25])[N:12]([CH:22]2[CH2:24][CH2:23]2)[CH2:13][C:14]2[CH:19]=[CH:18][CH:17]=[C:16]([Cl:20])[C:15]=2[Cl:21])=[C:9]([C:26]2[CH:31]=[CH:30][C:29]([O:32][CH2:33][CH2:34][O:35][C:36]3[C:37]([Cl:43])=[CH:38][CH:39]=[CH:40][C:41]=3[Cl:42])=[CH:28][CH:27]=2)[CH2:8][CH2:7][N:6]1[C:44]([O:46][C:47]([CH3:50])([CH3:49])[CH3:48])=[O:45]. Procedure: Into a 10 mL round bottom flask was added 19C (200 mg, 302 μmol) and THF (3 mL). Triphenylphosphine (166 mg, 634 μmol) and water (112 mg, 6.22 mmol) was added and the flask was fitted with a reflux condenser and nitrogen inlet. The mixture was refluxed for three hours. Solvent was removed under vacuum and the residue was purified by preparatory LCMS to give 19D (40 mg, 21%). ESI-MS:m/z 734.2 (M+H)+. Starting materials: CSCCNC(C)C1(c2ccc(Cl)c(Cl)c2)CCC1, O=C(OO)c1cccc(Cl)c1, ClCCl, Cl. The product is CC(NCCS(C)=O)C1(c2ccc(Cl)c(Cl)c2)CCC1. As a reaction SMILES: [CH3:2][S:3][CH2:4][CH2:5][NH:6][CH:7]([CH3:8])[C:9]1([c:13]2[cH:14][c:15]([Cl:20])[c:16]([Cl:19])[cH:17][cH:18]2)[CH2:10][CH2:11][CH2:12]1.[Cl:21][c:22]1[cH:23][cH:24][cH:25][c:26]([C:27]([O:28][OH:30])=[O:29])[cH:31]1.[Cl:32][CH2:33][Cl:34].[ClH:1]>>[CH3:2][S:3]([CH2:4][CH2:5][NH:6][CH:7]([CH3:8])[C:9]1([c:13]2[cH:14][c:15]([Cl:20])[c:16]([Cl:19])[cH:17][cH:18]2)[CH2:10][CH2:11][CH2:12]1)=[O:29].